From a dataset of the Open Reaction Database (ORD), a public repository of structured organic reaction records. describe an organic reaction: reactants, conditions, products, and yield Reactants: CC(C)(C)[Mg+], [Cl-], O=C1c2ccccc2-c2ccccc21. Product: CC(C)(C)C1(O)c2ccccc2-c2ccccc21. As a reaction SMILES: [C:2]([CH3:3])([CH3:4])([CH3:5])[Mg+:6].[Cl-:1].[cH:7]1[cH:8][cH:9][cH:10][c:11]2[c:19]1[C:18](=[O:20])[c:17]1[c:12]-2[cH:13][cH:14][cH:15][cH:16]1>>[C:2]([CH3:3])([CH3:4])([CH3:5])[C:18]1([OH:20])[c:17]2[c:12]([cH:13][cH:14][cH:15][cH:16]2)-[c:11]2[cH:10][cH:9][cH:8][cH:7][c:19]21. Reactants: potassium tert.-butylate, OC1CC(CC1)CC=O (3-hydroxy-cyclopentyl-acetaldehyde), CN(C=O)C (dimethylformamide), CN(C=O)C (dimethylformamide), Cl (hydrochloric acid). Reagents/catalysts: [Br-].C1(=CC=CC=C1)[P+](C)(C1=CC=CC=C1)C1=CC=CC=C1 (triphenyl methyl phosphonium bromide). Conditions: temperature -60 celsius, time 2 hour. Yields the product C(C=C)C1CC(CC1)O (3-(2-propenyl)-cyclopentanol). As a reaction SMILES: [OH:1][CH:2]1[CH2:6][CH2:5][CH:4]([CH2:7][CH:8]=O)[CH2:3]1.Cl.[CH3:11]N(C)C=O>[Br-].C1([P+](C2C=CC=CC=2)(C2C=CC=CC=2)C)C=CC=CC=1>[CH2:7]([CH:4]1[CH2:5][CH2:6][CH:2]([OH:1])[CH2:3]1)[CH:8]=[CH2:11] |f:3.4|. Reported procedure: A solution of 5 g of potassium tert.-butylate in 80 ml of dimethylformamide was added at -60° C. over 90 minutes to a solution of 5 g of 3-hydroxy-cyclopentyl-acetaldehyde, 15 g of triphenyl methyl phosphonium bromide and 100 ml of dimethylformamide and the resulting suspension was stirred at -60° C. for 2 hours after which the temperature was allowed to rise to 20° C. The mixture was poured into 2N hydrochloric acid solution and the mixture was extracted with isopropyl ether. The organic phase ...